Dataset: the Open Reaction Database (ORD), a public repository of structured organic reaction records. Task: describe an organic reaction: reactants, conditions, products, and yield The reactants are CCC(CC)c1ccc(-c2ccco2)c2[nH]c(=O)n(C)c12, O=P(Cl)(Cl)Cl. The product is CCC(CC)c1ccc(-c2ccco2)c2nc(Cl)n(C)c12. RXN SMILES: [CH2:1]([CH3:2])[CH:3]([CH2:4][CH3:5])[c:6]1[cH:7][cH:8][c:9](-[c:17]2[o:18][cH:19][cH:20][cH:21]2)[c:10]2[c:11]1[n:12]([CH3:16])[c:13](=[O:15])[nH:14]2.[P:22]([Cl:23])([Cl:24])([Cl:25])=[O:26]>>[CH2:1]([CH3:2])[CH:3]([CH2:4][CH3:5])[c:6]1[cH:7][cH:8][c:9](-[c:17]2[o:18][cH:19][cH:20][cH:21]2)[c:10]2[c:11]1[n:12]([CH3:16])[c:13]([Cl:24])[n:14]2. Reactants: [OH-].[Ca+2].[OH-] (calcium hydroxide), C1(O)=CC=C(O)C=C1 (hydroquinone), BrC(C(=O)OCCCCC)C (n-pentyl 2-bromopropionate). Solvent: CS(=O)C (dimethylsulfoxide). Run at time 30 minute. The product is OC1=CC=C(OC(C(=O)OCCCCC)C)C=C1 (n-pentyl 2-(4-hydroxyphenoxy)-propionate). Yield: 70.8%. RXN SMILES: [C:1]1([CH:8]=[CH:7][C:5]([OH:6])=[CH:4][CH:3]=1)[OH:2].[OH-].[Ca+2].[OH-].Br[CH:13]([CH3:22])[C:14]([O:16][CH2:17][CH2:18][CH2:19][CH2:20][CH3:21])=[O:15]>CS(C)=O>[OH:2][C:1]1[CH:8]=[CH:7][C:5]([O:6][CH:13]([CH3:22])[C:14]([O:16][CH2:17][CH2:18][CH2:19][CH2:20][CH3:21])=[O:15])=[CH:4][CH:3]=1 |f:1.2.3|. Reported procedure: 264 g (2.4 moles) of hydroquinone were dissolved in 800 ml of anhydrous dimethylsulfoxide, and 89 g (1.2 moles) of calcium hydroxide were added. The mixture was stirred for 30 minutes at room temperature, after which it was cooled to 10° C. 268 g (1.2 moles) of n-pentyl 2-bromopropionate were added dropwise in the course of 3 hours, while maintaining this temperature. Thereafter, the mixture was left to warm up to room temperature, and stirred for 20 hours at this temperature. Finally, the mixtu... The reactants are C1CCOC1, C=Cc1ccc2nnc(CNC(=O)OC(C)(C)C)n2n1, [O-][I+3]([O-])([O-])[O-], [Na+], O. Yields the product CC(C)(C)OC(=O)NCc1nnc2ccc(C=O)nn12. Reaction SMILES: [CH2:28]1[O:29][CH2:30][CH2:31][CH2:32]1.[CH:1](=[CH2:2])[c:3]1[cH:4][cH:5][c:6]2[n:7]([n:8]1)[c:9]([CH2:12][NH:13][C:14]([O:15][C:16]([CH3:17])([CH3:18])[CH3:19])=[O:20])[n:10][n:11]2.[I+3:22]([O-:23])([O-:24])([O-:25])[O-:26].[Na+:27].[OH2:21]>>[CH:1]([c:3]1[cH:4][cH:5][c:6]2[n:7]([n:8]1)[c:9]([CH2:12][NH:13][C:14]([O:15][C:16]([CH3:17])([CH3:18])[CH3:19])=[O:20])[n:10][n:11]2)=[O:23].